Dataset: the Open Reaction Database (ORD), a public repository of structured organic reaction records. Task: describe an organic reaction: reactants, conditions, products, and yield Starting materials: C1(=CC=CC=C1)P(OC)C1=CC=CC=C1 (methyl diphenylphosphinite), ClC=1N=NC(=CC1)Cl (3,6-dichloropyridazine), CCCCCC (hexane). The solvent is ClC1=C(C=CC=C1)Cl (o-dichlorobenzene). Yields the product C1(=CC=CC=C1)P(=O)(C=1N=NC(=CC1)P(=O)(C1=CC=CC=C1)C1=CC=CC=C1)C1=CC=CC=C1 (3,6-bis-(diphenylphosphinyl)pyridazine). As a reaction SMILES: Cl[C:2]1[N:3]=[N:4][C:5](Cl)=[CH:6][CH:7]=1.[C:9]1([P:15]([C:18]2[CH:23]=[CH:22][CH:21]=[CH:20][CH:19]=2)[O:16]C)[CH:14]=[CH:13][CH:12]=[CH:11][CH:10]=1.[CH3:24][CH2:25][CH2:26][CH2:27][CH2:28][CH3:29]>ClC1C=CC=CC=1Cl>[C:9]1([P:15]([C:18]2[CH:23]=[CH:22][CH:21]=[CH:20][CH:19]=2)([C:2]2[N:3]=[N:4][C:5]([P:15]([C:9]3[CH:14]=[CH:13][CH:12]=[CH:11][CH:10]=3)([C:26]3[CH:25]=[CH:24][CH:29]=[CH:28][CH:27]=3)=[O:16])=[CH:6][CH:7]=2)=[O:16])[CH:14]=[CH:13][CH:12]=[CH:11][CH:10]=1. Procedure details: To a stirred, refluxing solutionof 3.00 g of 3,6-dichloropyridazine in 50 ml of o-dichlorobenzene under nitrogen was added dropwise 10.00 g of methyl diphenylphosphinite. After the addition was completed, the mixture was refluxed for 7 hours and then cooled. The cooled mixture was mixed with excess hexane; the oil which formed slowly crystallized. The resultant solid was separated by filtration, washed with hexane, and recrystallized twice from ethanol with decolorizing charcoal treatment to giv... Starting materials: COC(C1=CC=C(C=C1)Br)OC (4-bromobenzaldehyde dimethyl acetal), [Mg] (magnesium), II (iodine), Grignard reagent, Grignard reagent, BrC1=CC=NC=C1 (4-bromopyridine), bis(1,3-diphenylphosphinopropane)nickel (II) chloride. Solvent: O1CCCC1 (tetrahydrofuran), O (water), O1CCCC1 (tetrahydrofuran), O1CCCC1 (tetrahydrofuran). Product: N1=CC=C(C=C1)C1=CC=C(C=O)C=C1 (4-(4-Pyridyl)benzaldehyde). Isolated yield 63.4%. As a reaction SMILES: CO[CH:3]([O:11]C)[C:4]1[CH:9]=[CH:8][C:7](Br)=[CH:6][CH:5]=1.[Mg].II.Br[C:17]1[CH:22]=[CH:21][N:20]=[CH:19][CH:18]=1>O1CCCC1.O>[N:20]1[CH:21]=[CH:22][C:17]([C:7]2[CH:6]=[CH:5][C:4]([CH:3]=[O:11])=[CH:9][CH:8]=2)=[CH:18][CH:19]=1. Procedure details: A solution of 6.93 g of 4-bromobenzaldehyde dimethyl acetal in 40 ml of tetrahydrofuran was dropwise added to a mixture comprising 0.80 g of magnesium powder, a catalytic amount of iodine and 10 ml of tetrahydrofuran under stirring at a temperature in the bulk of 40° to 50° C. in a nitrogen atmosphere to prepare a Grignard reagent. This Grignard reagent was dropwise added to a solution of 4.46 g of 4-bromopyridine and 0.4 g of bis(1,3-diphenylphosphinopropane)nickel (II) chloride in 100 ml of te... Reactants: equimolecular mixture, FC1=CC2=C(NC(=N2)C2=CC=CC=3C(C4=CC=CC=C4C23)=NO)C=C1O (4-(5-fluoro-6-hydroxy-1H-benzimidazol-2-yl)-9H-fluoren-9-one oxime), C(C)(=O)O (acetic acid). Reagents/catalysts: [Zn] (zinc). Run in C(C)O (ethanol), O (water). The product is FC1=CC2=C(NC(=N2)C2=CC=CC=3C(C4=CC=CC=C4C23)N)C=C1O (4-(5-fluoro-6-hydroxy-1H-benzimidazol-2-yl)-9H-fluorene-9(R,S)-amine). Reaction SMILES: [F:1][C:2]1[C:25]([OH:26])=[CH:24][C:5]2[NH:6][C:7]([C:9]3[C:21]4[C:20]5[C:15](=[CH:16][CH:17]=[CH:18][CH:19]=5)[C:14](=[N:22]O)[C:13]=4[CH:12]=[CH:11][CH:10]=3)=[N:8][C:4]=2[CH:3]=1.C(O)(=O)C>C(O)C.O.[Zn]>[F:1][C:2]1[C:25]([OH:26])=[CH:24][C:5]2[NH:6][C:7]([C:9]3[C:21]4[C:20]5[C:15](=[CH:16][CH:17]=[CH:18][CH:19]=5)[CH:14]([NH2:22])[C:13]=4[CH:12]=[CH:11][CH:10]=3)=[N:8][C:4]=2[CH:3]=1. Procedure details: The procedure used in stage 4 of Example 216 is followed. In a 30 ml round-bottomed flask under an argon atmosphere, dissolve 667 mg of equimolecular mixture of 4-(5-fluoro-6-hydroxy-1H-benzimidazol-2-yl)-9H-fluoren-9-one oxime (Z,E), obtained in the previous stage, in a mixture of 3.5 ml of ethanol and 3.5 ml of water and 3.5 ml of acetic acid; at room temperature, add 500 mg of zinc in three stages. Between each addition, stir for approximately one hour to two hours. After purification by flas... The reactants are O(C1=CC=CC=C1)CC1OC1 (2-Phenoxymethyl-oxirane), C[O-].[Na+] (sodium methoxide). The solvent is CO (MeOH). Product: COCC(COC1=CC=CC=C1)O (1-methoxy-3-phenoxy-propan-2-ol). As a reaction SMILES: [O:1]([CH2:8][CH:9]1[CH2:11][O:10]1)[C:2]1[CH:7]=[CH:6][CH:5]=[CH:4][CH:3]=1.[CH3:12][O-:13].[Na+]>CO>[CH3:12][O:13][CH2:11][CH:9]([OH:10])[CH2:8][O:1][C:2]1[CH:7]=[CH:6][CH:5]=[CH:4][CH:3]=1 |f:1.2|. Procedure: 2-Phenoxymethyl-oxirane (0.15 g, 1.00 mMol) and sodium methoxide (0.054 g, 1.00 mMol) were dissolved in 10 ml of MeOH, then the reaction mixture was refluxed for 3 hours. The solvent MeOH was removed and the residue was extracted with ethyl acetate (3×20 ml), it was washed with brine, dried over MgSO4. The crude product was purified by column (25% EtOAc/Hexane) to yield 1-methoxy-3-phenoxy-propan-2-ol, whose structure is depicted below: